Dataset: the Open Reaction Database (ORD), a public repository of structured organic reaction records. Task: describe an organic reaction: reactants, conditions, products, and yield The reactants are O=C([O-])[O-], CC(=O)[O-], CC(=O)[O-], Cc1ccccc1, CC(C)[Si](S)(C(C)C)C(C)C, [Cs+], [Cs+], FC(F)(F)c1ccc(Nc2ncnc3sc(Cc4ccccc4I)nc23)cc1, [Pd+2], c1ccc(P(c2ccccc2)c2ccccc2)cc1. Product: CC(C)[Si](Sc1ccccc1Cc1nc2c(Nc3ccc(C(F)(F)F)cc3)ncnc2s1)(C(C)C)C(C)C. Reaction SMILES: [C:48](=[O:49])([O-:50])[O-:51].[C:65]([O-:66])(=[O:67])[CH3:68].[C:70]([O-:71])(=[O:72])[CH3:73].[CH3:74][c:75]1[cH:76][cH:77][cH:78][cH:79][cH:80]1.[CH:54]([CH3:55])([CH3:56])[Si:57]([SH:58])([CH:59]([CH3:60])[CH3:61])[CH:62]([CH3:63])[CH3:64].[Cs+:52].[Cs+:53].[I:1][c:2]1[c:3]([CH2:4][c:5]2[s:6][c:7]3[n:8][cH:9][n:10][c:11]([NH:14][c:15]4[cH:16][cH:17][c:18]([C:21]([F:22])([F:23])[F:24])[cH:19][cH:20]4)[c:12]3[n:13]2)[cH:25][cH:26][cH:27][cH:28]1.[Pd+2:69].[c:29]1([P:30]([c:31]2[cH:32][cH:33][cH:34][cH:35][cH:36]2)[c:37]2[cH:38][cH:39][cH:40][cH:41][cH:42]2)[cH:43][cH:44][cH:45][cH:46][cH:47]1>>[c:2]1([S:58][Si:57]([CH:54]([CH3:55])[CH3:56])([CH:59]([CH3:60])[CH3:61])[CH:62]([CH3:63])[CH3:64])[c:3]([CH2:4][c:5]2[s:6][c:7]3[n:8][cH:9][n:10][c:11]([NH:14][c:15]4[cH:16][cH:17][c:18]([C:21]([F:22])([F:23])[F:24])[cH:19][cH:20]4)[c:12]3[n:13]2)[cH:25][cH:26][cH:27][cH:28]1. Reactants: O=C(OCc1ccccc1)c1ccc[nH]1, O=P(Cl)(Cl)Cl, ClCCCl, CN(C)C=O, O. Product: O=Cc1ccc(C(=O)OCc2ccccc2)[nH]1. Reaction SMILES: [CH2:1]([c:2]1[cH:3][cH:4][cH:5][cH:6][cH:7]1)[O:8][C:9](=[O:10])[c:11]1[nH:12][cH:13][cH:14][cH:15]1.[Cl:21][P:22](=[O:23])([Cl:24])[Cl:25].[Cl:27][CH2:28][CH2:29][Cl:30].[O:16]=[CH:17][N:18]([CH3:19])[CH3:20].[OH2:26]>>[CH2:1]([c:2]1[cH:3][cH:4][cH:5][cH:6][cH:7]1)[O:8][C:9](=[O:10])[c:11]1[nH:12][c:13]([CH:17]=[O:16])[cH:14][cH:15]1. Starting materials: CC1=C(OCC(CN(CC2=CC=CC=C2)CCOC2=CC=C(C=C2)NC(C)=O)O)C=CC(=C1)NC(C)=O (1-(2-methyl-4-acetamidophenoxy)-3-{N-[2-(4-acetamidophenoxy)ethyl]-N-benzylamino}propan-2-ol), [OH-].[Na+] (sodium hydroxide), C(C)(=O)OC(C)=O (acetic anhydride), ice water. Solvent: N1=CC=CC=C1 (pyridine). Product: CC1=C(OCC(CN(CC2=CC=CC=C2)CCOC2=CC=C(C=C2)NC(C)=O)OC(C)=O)C=CC(=C1)NC(C)=O (1-(2-methyl-4-acetamidophenoxy)-3-{N-[2-(4-acetamidophenoxy)ethyl]-N-benzylamino}-2-acetoxypropane). As a reaction SMILES: [CH3:1][C:2]1[CH:33]=[C:32]([NH:34][C:35](=[O:37])[CH3:36])[CH:31]=[CH:30][C:3]=1[O:4][CH2:5][CH:6]([OH:29])[CH2:7][N:8]([CH2:16][CH2:17][O:18][C:19]1[CH:24]=[CH:23][C:22]([NH:25][C:26](=[O:28])[CH3:27])=[CH:21][CH:20]=1)[CH2:9][C:10]1[CH:15]=[CH:14][CH:13]=[CH:12][CH:11]=1.[C:38](OC(=O)C)(=[O:40])[CH3:39].[OH-].[Na+]>N1C=CC=CC=1>[CH3:1][C:2]1[CH:33]=[C:32]([NH:34][C:35](=[O:37])[CH3:36])[CH:31]=[CH:30][C:3]=1[O:4][CH2:5][CH:6]([O:29][C:38](=[O:40])[CH3:39])[CH2:7][N:8]([CH2:16][CH2:17][O:18][C:19]1[CH:24]=[CH:23][C:22]([NH:25][C:26](=[O:28])[CH3:27])=[CH:21][CH:20]=1)[CH2:9][C:10]1[CH:11]=[CH:12][CH:13]=[CH:14][CH:15]=1 |f:2.3|. Procedure details: Two grams of 1-(2-methyl-4-acetamidophenoxy)-3-{N-[2-(4-acetamidophenoxy)ethyl]-N-benzylamino}propan-2-ol are added to 20 ml. of anhydrous pyridine, followed by the immediate addition of 8.0 g. of acetic anhydride to the mixture with stirring. The resulting solution is then refluxed for a period of five minutes, cooled and subsequently poured into 50 ml. of ice water. The latter aqueous soltuion is then basified with 2N aqueous sodium hydroxide solution and extracted with chloroform, and the chl... The reactants are FC(OC=1C=C(C=CC1)C(C)N)(F)F ((+)-1-(3-(trifluoromethoxy)phenyl)ethanamine), COC(=O)C=1C=C(C(=O)O)C=C(N1)C (2-(methoxycarbonyl)-6-methylisonicotinic acid). Yields the product CC1=CC(=CC(=N1)C(=O)OC)C(NC(C)C1=CC(=CC=C1)OC(F)(F)F)=O (methyl 6-methyl-4-((1-(3-(trifluoromethoxy)phenyl)ethyl)carbamoyl)picolinate). RXN SMILES: [F:1][C:2]([F:14])([F:13])[O:3][C:4]1[CH:5]=[C:6]([CH:10]([NH2:12])[CH3:11])[CH:7]=[CH:8][CH:9]=1.[CH3:15][O:16][C:17]([C:19]1[CH:20]=[C:21]([CH:25]=[C:26]([CH3:28])[N:27]=1)[C:22](O)=[O:23])=[O:18]>>[CH3:28][C:26]1[N:27]=[C:19]([C:17]([O:16][CH3:15])=[O:18])[CH:20]=[C:21]([C:22](=[O:23])[NH:12][CH:10]([C:6]2[CH:7]=[CH:8][CH:9]=[C:4]([O:3][C:2]([F:13])([F:14])[F:1])[CH:5]=2)[CH3:11])[CH:25]=1. Procedure details: The title compound is prepared from (+)-1-(3-(trifluoromethoxy)phenyl)ethanamine (Amine-9) and 2-(methoxycarbonyl)-6-methylisonicotinic acid by the similar manner in Step-1 of Example 8. Yields the product FC(C=1C=C(CN(C2=C(CNC3=NC=C(C=N3)OCCCC(=O)OC(C)(C)C)C=C(C=C2)C(F)(F)F)CC)C=C(C1)C(F)(F)F)(F)F (tert-butyl 4-(2-{2-[(3,5-bis-trifluoromethyl-benzyl)-ethyl-amino]-5-trifluoromethyl-benzylamino}-pyrimidin-5-yloxy)-butyrate). The reactants are ClC1=NC=C(C=N1)OCCCC(=O)OC(C)(C)C (tert-butyl 4-(2-chloro-pyrimidin-5-yloxy)-butyrate), C1(=CC=CC=C1)P(C1=C(C2=CC=CC=C2C=C1)C1=C(C=CC2=CC=CC=C12)P(C1=CC=CC=C1)C1=CC=CC=C1)C1=CC=CC=C1 ((±)-2,2′-bis(diphenylphosphino)-1,1′-binaphthalene), CC(C)([O-])C.[Na+] (sodium tert-butoxide), NCC1=C(C=CC(=C1)C(F)(F)F)N(CC)CC1=CC(=CC(=C1)C(F)(F)F)C(F)(F)F ((2-Aminomethyl-4-trifluoromethyl-phenyl)-(3,5-bis-trifluoromethyl-benzyl)-ethyl-amine). The reagents and catalysts are C=1C=CC(=CC1)/C=C/C(=O)/C=C/C2=CC=CC=C2.C=1C=CC(=CC1)/C=C/C(=O)/C=C/C2=CC=CC=C2.C=1C=CC(=CC1)/C=C/C(=O)/C=C/C2=CC=CC=C2.[Pd].[Pd] (tris(dibenzylideneacetone)dipalladium(0)). Reported procedure: (2-Aminomethyl-4-trifluoromethyl-phenyl)-(3,5-bis-trifluoromethyl-benzyl)-ethyl-amine (165 mg) is dissolved in toluene (3 ml) and thereto are added tert-butyl 4-(2-chloro-pyrimidin-5-yloxy)-butyrate (202 mg), tris(dibenzylideneacetone)dipalladium(0) (68 mg), (±)-2,2′-bis(diphenylphosphino)-1,1′-binaphthalene (92 mg) and sodium tert-butoxide (71 mg), and the mixture is stirred under nitrogen flow at 80° C. for 5 hours. To the reaction mixture is added a saturated brine, and the mixture is extract... As a reaction SMILES: [NH2:1][CH2:2][C:3]1[CH:8]=[C:7]([C:9]([F:12])([F:11])[F:10])[CH:6]=[CH:5][C:4]=1[N:13]([CH2:16][C:17]1[CH:22]=[C:21]([C:23]([F:26])([F:25])[F:24])[CH:20]=[C:19]([C:27]([F:30])([F:29])[F:28])[CH:18]=1)[CH2:14][CH3:15].Cl[C:32]1[N:37]=[CH:36][C:35]([O:38][CH2:39][CH2:40][CH2:41][C:42]([O:44][C:45]([CH3:48])([CH3:47])[CH3:46])=[O:43])=[CH:34][N:33]=1.C1(P(C2C=CC=CC=2)C2C=CC3C(=CC=CC=3)C=2C2C3C(=CC=CC=3)C=CC=2P(C2C=CC=CC=2)C2C=CC=CC=2)C=CC=CC=1.CC(C)([O-])C.[Na+]>C1(C)C=CC=CC=1.[Cl-].[Na+].O.C1C=CC(/C=C/C(/C=C/C2C=CC=CC=2)=O)=CC=1.C1C=CC(/C=C/C(/C=C/C2C=CC=CC=2)=O)=CC=1.C1C=CC(/C=C/C(/C=C/C2C=CC=CC=2)=O)=CC=1.[Pd].[Pd]>[F:30][C:27]([F:28])([F:29])[C:19]1[CH:18]=[C:17]([CH:22]=[C:21]([C:23]([F:24])([F:25])[F:26])[CH:20]=1)[CH2:16][N:13]([CH2:14][CH3:15])[C:4]1[CH:5]=[CH:6][C:7]([C:9]([F:11])([F:12])[F:10])=[CH:8][C:3]=1[CH2:2][NH:1][C:32]1[N:33]=[CH:34][C:35]([O:38][CH2:39][CH2:40][CH2:41][C:42]([O:44][C:45]([CH3:48])([CH3:47])[CH3:46])=[O:43])=[CH:36][N:37]=1 |f:3.4,6.7.8,9.10.11.12.13|. Conditions: temperature 80 celsius, time 5 hour. Solvent: C1(=CC=CC=C1)C (toluene), [Cl-].[Na+].O (brine). The yield is 28.9%.